Task: describe an organic reaction: reactants, conditions, products, and yield. Dataset: the Open Reaction Database (ORD), a public repository of structured organic reaction records Starting materials: C(C1=CC=CC=C1)OC(=O)N[C@@H]1C(N[C@H]1OC(C)=O)=O ((3S,4S)-3-benzyloxycarbonylamino-4-acetoxy-azetidin-2-one), [H][H] (hydrogen). The reagents and catalysts are [Pd] (palladium on activated carbon). Solvent: C(C)(=O)OCC (ethyl acetate). Product: N[C@@H]1C(N[C@H]1OC(C)=O)=O ((3S,4S)-3-amino-4-acetoxy-azetidin-2-one). Reaction SMILES: C(OC([NH:11][C@H:12]1[C@H:15]([O:16][C:17](=[O:19])[CH3:18])[NH:14][C:13]1=[O:20])=O)C1C=CC=CC=1.[H][H]>[Pd].C(OCC)(=O)C>[NH2:11][C@H:12]1[C@H:15]([O:16][C:17](=[O:19])[CH3:18])[NH:14][C:13]1=[O:20]. Reported procedure: (3S,4S)-3-benzyloxycarbonylamino-4-acetoxy-azetidin-2-one (2.00 g, 7.188 mmole) was hydrogenated with 2 g of 10% palladium on activated carbon in ethyl acetate (50 ml) at 50 psi hydrogen pressure at room temperature for 1.5 hrs. After removal of catalyst by filtration, the deproteced (3S,4S)-3-amino-4-acetoxy-azetidin-2-one in ethyl acetate was obtained. The reactants are CC(=O)OCC1=C(C(=O)OC(C)(C)C)N2C(=O)C(NC(=O)Cn3ccnc3S(C)(=O)=O)C2SC1, O=C(O)C(F)(F)F. Yields the product CC(=O)OCC1=C(C(=O)O)N2C(=O)C(NC(=O)Cn3ccnc3S(C)(=O)=O)C2SC1. RXN SMILES: [C:1]([CH3:2])(=[O:3])[O:4][CH2:5][C:6]1=[C:7]([C:28](=[O:29])[O:30][C:31]([CH3:32])([CH3:33])[CH3:34])[N:8]2[C:9](=[O:27])[CH:10]([NH:14][C:15]([CH2:16][n:17]3[c:18]([S:22](=[O:23])(=[O:24])[CH3:25])[n:19][cH:20][cH:21]3)=[O:26])[CH:11]2[S:12][CH2:13]1.[OH:35][C:36]([C:37]([F:38])([F:39])[F:40])=[O:41]>>[C:1]([CH3:2])(=[O:3])[O:4][CH2:5][C:6]1=[C:7]([C:28](=[O:29])[OH:30])[N:8]2[C:9](=[O:27])[CH:10]([NH:14][C:15]([CH2:16][n:17]3[c:18]([S:22](=[O:23])(=[O:24])[CH3:25])[n:19][cH:20][cH:21]3)=[O:26])[CH:11]2[S:12][CH2:13]1. The reactants are C(C)(C)(C)OC(=O)N1CCN(CC1)C1=CC=C(C=C1)N1CCC(CC1)(OC)C1=CC=C(C=C1)Cl (4-[4-[4-(4-chlorophenyl)-4-methoxypiperidin-1-yl]phenyl]piperazine-1-carboxylic acid tert-butyl ester), Cl.C(C)(=O)OCC (HCl ethyl acetate). The solvent is C(C)(=O)OCC (ethyl acetate). Reaction conditions: time 33 hour. Yields the product Cl.Cl.Cl.ClC1=CC=C(C=C1)C1(CCN(CC1)C1=CC=C(C=C1)N1CCNCC1)OC (4-[4-[4-(4-chlorophenyl)-4-methoxypiperidin-1-yl]phenyl]piperazine trihydrochloride salt). As a reaction SMILES: C(OC([N:8]1[CH2:13][CH2:12][N:11]([C:14]2[CH:19]=[CH:18][C:17]([N:20]3[CH2:25][CH2:24][C:23]([C:28]4[CH:33]=[CH:32][C:31]([Cl:34])=[CH:30][CH:29]=4)([O:26][CH3:27])[CH2:22][CH2:21]3)=[CH:16][CH:15]=2)[CH2:10][CH2:9]1)=O)(C)(C)C.[ClH:35].C(OCC)(=O)C>C(OCC)(=O)C>[ClH:34].[ClH:35].[ClH:34].[Cl:34][C:31]1[CH:32]=[CH:33][C:28]([C:23]2([O:26][CH3:27])[CH2:24][CH2:25][N:20]([C:17]3[CH:16]=[CH:15][C:14]([N:11]4[CH2:10][CH2:9][NH:8][CH2:13][CH2:12]4)=[CH:19][CH:18]=3)[CH2:21][CH2:22]2)=[CH:29][CH:30]=1 |f:1.2,4.5.6.7|. Reported procedure: To a solution of 4-[4-[4-(4-chlorophenyl)-4-methoxypiperidin-1-yl]phenyl]piperazine-1-carboxylic acid tert-butyl ester (1.56 g) in ethyl acetate (62 ml) was added dropwise 4N-HCl/ethyl acetate (40 ml) at ambient temperature. The reaction mixture was stirred for 33 hours at ambient temperature. The precipitate was collected by filtration, and dried under reduced pressure to give 4-[4-[4-(4-chlorophenyl)-4-methoxypiperidin-1-yl]phenyl]piperazine trihydrochloride salt (1.52 g).